Dataset: the Open Reaction Database (ORD), a public repository of structured organic reaction records. Task: describe an organic reaction: reactants, conditions, products, and yield Reactants: CC(=O)OCC1OC(OC(=N)C(Cl)(Cl)Cl)C(OC(C)=O)C(OC(C)=O)C1OC(C)=O, CC#N, COc1ccc2c(Nc3c(Cl)cncc3Cl)cc(=O)oc2c1O. The product is COc1ccc2c(Nc3c(Cl)cncc3Cl)cc(=O)oc2c1OC1OC(COC(C)=O)C(OC(C)=O)C(OC(C)=O)C1OC(C)=O. Reaction SMILES: [C:1]([CH3:2])(=[O:3])[O:4][CH:5]1[CH:6]([CH2:26][O:27][C:28]([CH3:29])=[O:30])[O:7][CH:8]([O:19][C:20](=[NH:21])[C:22]([Cl:23])([Cl:24])[Cl:25])[CH:9]([O:15][C:16]([CH3:17])=[O:18])[CH:10]1[O:11][C:12]([CH3:13])=[O:14].[CH3:54][C:55]#[N:56].[Cl:31][c:32]1[cH:33][n:34][cH:35][c:36]([Cl:53])[c:37]1[NH:38][c:39]1[cH:40][c:41](=[O:52])[o:42][c:43]2[c:44]([OH:51])[c:45]([O:49][CH3:50])[cH:46][cH:47][c:48]12>>[C:1]([CH3:2])(=[O:3])[O:4][CH:5]1[CH:6]([CH2:26][O:27][C:28]([CH3:29])=[O:30])[O:7][CH:8]([O:51][c:44]2[c:43]3[o:42][c:41](=[O:52])[cH:40][c:39]([NH:38][c:37]4[c:32]([Cl:31])[cH:33][n:34][cH:35][c:36]4[Cl:53])[c:48]3[cH:47][cH:46][c:45]2[O:49][CH3:50])[CH:9]([O:15][C:16]([CH3:17])=[O:18])[CH:10]1[O:11][C:12]([CH3:13])=[O:14]. The reactants are CCC1(c2cnc(S)n2Cc2ccccc2)Cc2ccc(F)cc2C1, CCO. Product: CCC1(c2cncn2Cc2ccccc2)Cc2ccc(F)cc2C1. RXN SMILES: [CH2:1]([c:2]1[cH:3][cH:4][cH:5][cH:6][cH:7]1)[n:8]1[c:9]([SH:25])[n:10][cH:11][c:12]1[C:13]1([CH2:23][CH3:24])[CH2:14][c:15]2[cH:16][cH:17][c:18]([F:22])[cH:19][c:20]2[CH2:21]1.[CH3:26][CH2:27][OH:28]>>[CH2:1]([c:2]1[cH:3][cH:4][cH:5][cH:6][cH:7]1)[n:8]1[cH:9][n:10][cH:11][c:12]1[C:13]1([CH2:23][CH3:24])[CH2:14][c:15]2[cH:16][cH:17][c:18]([F:22])[cH:19][c:20]2[CH2:21]1. The reactants are OC1=C(C=CC=C1OC)C(CS(=O)C)=O (2'-hydroxy-3'-methoxy-2-(methylsulfinyl)acetophenone), C(CCC)N (n-butylamine). The solvent is petroleum ether. Yields the product C(CCC)N=C(CS(=O)C)C1=C(C(=CC=C1)OC)O (2-[1-(Butylimino)-2-(methylsulfinyl)ethyl]-6-methoxyphenol). Isolated yield 97.0%. RXN SMILES: [OH:1][C:2]1[C:7]([O:8][CH3:9])=[CH:6][CH:5]=[CH:4][C:3]=1[C:10](=O)[CH2:11][S:12]([CH3:14])=[O:13].[CH2:16]([NH2:20])[CH2:17][CH2:18][CH3:19]>>[CH2:16]([N:20]=[C:10]([C:3]1[CH:4]=[CH:5][CH:6]=[C:7]([O:8][CH3:9])[C:2]=1[OH:1])[CH2:11][S:12]([CH3:14])=[O:13])[CH2:17][CH2:18][CH3:19]. Reported procedure: A solution of 2'-hydroxy-3'-methoxy-2-(methylsulfinyl)acetophenone (5 g, 0.022 mole) in n-butylamine (25 ml) was stirred at room temperature for 24 hrs. The reaction mixture was poured into petroleum ether (200 ml) and the product, which precipitated, was filtered off. Recrystallization from ethylacetate gave yellow crystals (6.0 g, 97%), mp 125°-127°. Reactants: Intermediate 17, FC(C(=O)NC1C(CN(CCC1)C1=C(C=NN1C)[N+](=O)[O-])F)(F)F (2,2,2-trifluoro-N-(3-fluoro-1-(1-methyl-4-nitro-1H-pyrazol-5-yl)azepan-4-yl)acetamide), C(=O)[O-].[NH4+] (ammonium formate). Reagents/catalysts: [Pd] (palladium on carbon). Run in CO (MeOH). Run at temperature 70 celsius. Yields the product NC=1C=NN(C1N1CC(C(CCC1)NC(C(F)(F)F)=O)F)C (N-(1-(4-amino-1-methyl-1H-pyrazol-5-yl)-3-fluoroazepan-4-yl)-2,2,2-trifluoroacetamide). The yield is 99.0%. As a reaction SMILES: [F:1][C:2]([F:24])([F:23])[C:3]([NH:5][CH:6]1[CH2:12][CH2:11][CH2:10][N:9]([C:13]2[N:17]([CH3:18])[N:16]=[CH:15][C:14]=2[N+:19]([O-])=O)[CH2:8][CH:7]1[F:22])=[O:4].C([O-])=O.[NH4+]>CO.[Pd]>[NH2:19][C:14]1[CH:15]=[N:16][N:17]([CH3:18])[C:13]=1[N:9]1[CH2:10][CH2:11][CH2:12][CH:6]([NH:5][C:3](=[O:4])[C:2]([F:1])([F:23])[F:24])[CH:7]([F:22])[CH2:8]1 |f:1.2|. Procedure: To a solution of Intermediate 17, 2,2,2-trifluoro-N-(3-fluoro-1-(1-methyl-4-nitro-1H-pyrazol-5-yl)azepan-4-yl)acetamide (70 mg, 0.20 mmol) and ammonium formate (101 mg, 1.60 mmol) in MeOH (5 mL) under nitrogen was added 10% palladium on carbon (21 mg, 0.20 mmol). The mixture was heated at 70° C. for 3 hr before being cooled, filtered and concentrated under reduced pressure. The residue was partitioned between water (10 mL) and DCM (50 mL). The organic layer was separated, passed through a phase ... The reactants are O=c1ccn(C2CC(F)C(CO)O2)c(=O)[nH]1, Cl[Si](c1ccccc1)(c1ccccc1)c1ccccc1, c1ccncc1. Reaction SMILES: [F:1][CH:2]1[CH2:3][CH:4]([n:9]2[c:10](=[O:11])[nH:12][c:13](=[O:14])[cH:15][cH:16]2)[O:5][CH:6]1[CH2:7][OH:8].[c:17]1([Si:23]([c:24]2[cH:25][cH:26][cH:27][cH:28][cH:29]2)([c:30]2[cH:31][cH:32][cH:33][cH:34][cH:35]2)[Cl:36])[cH:18][cH:19][cH:20][cH:21][cH:22]1.[cH:37]1[cH:38][cH:39][n:40][cH:41][cH:42]1>>[F:1][CH:2]1[CH2:3][CH:4]([n:9]2[c:10](=[O:11])[nH:12][c:13](=[O:14])[cH:15][cH:16]2)[O:5][CH:6]1[CH2:7][O:8][Si:23]([c:17]1[cH:18][cH:19][cH:20][cH:21][cH:22]1)([c:24]1[cH:25][cH:26][cH:27][cH:28][cH:29]1)[c:30]1[cH:31][cH:32][cH:33][cH:34][cH:35]1. The product is O=c1ccn(C2CC(F)C(CO[Si](c3ccccc3)(c3ccccc3)c3ccccc3)O2)c(=O)[nH]1. Starting materials: FC1=C(C=CC=C1)C=1C(=NN2C(=NN=CC21)C2=C(C=CC=C2)F)OCC=2N(N=CN2)C (3-(2-Fluorophenyl)-7-(2-fluorophenyl)-2-(2-methyl-2H-[1,2,4]triazol-3-ylmethoxy)pyrazolo[1,5-d][1,2,4]triazine), FC1=CC=C(C(=O)NN)C=C1 (4-fluorobenzoic hydrazide), C(C)N1N=CN=C1CO ((2-ethyl-2H-[1,2,4]triazol-3-yl)methanol). Product: C(C)N1N=CN=C1COC1=NN2C(=NN=CC2=C1C1=C(C=CC=C1)F)C1=CC=C(C=C1)F (2-(2-Ethyl-2H-[1,2,4]triazol-3-ylmethoxy)-3-(2-fluorophenyl)-7-(4-fluorophenyl)pyrazolo[1,5-d][1,2,4]triazine). Reaction SMILES: [F:1][C:2]1[CH:7]=[CH:6][CH:5]=[CH:4][C:3]=1[C:8]1[C:9]([O:24][CH2:25][C:26]2[N:27]([CH3:31])[N:28]=[CH:29][N:30]=2)=NN2[C:16]=1[CH:15]=[N:14][N:13]=C2C1C=CC=CC=1F.[F:32][C:33]1[CH:42]=[CH:41][C:36]([C:37]([NH:39][NH2:40])=O)=[CH:35][CH:34]=1.[CH2:43](N1C(CO)=NC=N1)C>>[CH2:31]([N:27]1[C:26]([CH2:25][O:24][C:9]2[C:8]([C:3]3[CH:4]=[CH:5][CH:6]=[CH:7][C:2]=3[F:1])=[C:16]3[N:39]([C:37]([C:36]4[CH:41]=[CH:42][C:33]([F:32])=[CH:34][CH:35]=4)=[N:13][N:14]=[CH:15]3)[N:40]=2)=[N:30][CH:29]=[N:28]1)[CH3:43]. Reported procedure: This compound was prepared using the procedure described in Example 21, steps b) to f), using 3-(2-fluorophenyl)-4-hydroxy-2-furanone (cf Example 2) instead of 3-tert-butyl-4-hydroxy-2-furanone, 4-fluorobenzoic hydrazide instead of 2,5-difluorobenzoic hydrazide in step e) and (2-ethyl-2H-[1,2,4]triazol-3-yl)methanol instead of (2-methyl-2H-[1,2,4]triazol-3-yl)methanol in step f). Data for the title compound: mp=179° C.; 1H NMR (400 MHz, CDCl3) δ 1.38 (3H, t, J=7.4 Hz), 4.23 (2H, m), 5.67 (2H, s)...